Dataset: the Open Reaction Database (ORD), a public repository of structured organic reaction records. Task: describe an organic reaction: reactants, conditions, products, and yield Starting materials: C(C)(C)(C)O[C@H](C(=O)OCC)C=1C(=NC(=C(C1N1CCC(CC1)(C)C)C1=CC=C(C=C1)O)C)C ((S)-ethyl 2-(tert-butoxy)-2-(4-(4,4-dimethylpiperidin-1-yl)-5-(4-hydroxyphenyl)-2,6-dimethylpyridin-3-yl)acetate), CC1=CC=C(S1)CCO (2-(5-methylthiophen-2-yl)ethanol), C1=CC=C(C=C1)P(C2=CC=CC=C2)C3=CC=CC=C3 (Ph3P), CC(C)OC(=O)/N=N/C(=O)OC(C)C (DIAD), [OH-].[Na+] (NaOH). Run in C1CCOC1 (THF), CO (MeOH). Conditions: time 18 hour. Product: C(C)(C)(C)O[C@H](C(=O)O)C=1C(=NC(=C(C1N1CCC(CC1)(C)C)C1=CC=C(C=C1)OCCC=1SC(=CC1)C)C)C ((S)-2-(tert-butoxy)-2-(4-(4,4-dimethylpiperidin-1-yl)-2,6-dimethyl-5-(4-(2-(5-methylthiophen-2-yl)ethoxy)phenyl)pyridin-3-yl)acetic acid). Isolated yield 21.5%. Reaction SMILES: [C:1]([O:5][C@@H:6]([C:12]1[C:13]([CH3:34])=[N:14][C:15]([CH3:33])=[C:16]([C:26]2[CH:31]=[CH:30][C:29](O)=[CH:28][CH:27]=2)[C:17]=1[N:18]1[CH2:23][CH2:22][C:21]([CH3:25])([CH3:24])[CH2:20][CH2:19]1)[C:7]([O:9]CC)=[O:8])([CH3:4])([CH3:3])[CH3:2].[CH3:35][C:36]1[S:40][C:39]([CH2:41][CH2:42][OH:43])=[CH:38][CH:37]=1.C1C=CC(P(C2C=CC=CC=2)C2C=CC=CC=2)=CC=1.CC(OC(/N=N/C(OC(C)C)=O)=O)C.[OH-].[Na+]>C1COCC1.CO>[C:1]([O:5][C@@H:6]([C:12]1[C:13]([CH3:34])=[N:14][C:15]([CH3:33])=[C:16]([C:26]2[CH:27]=[CH:28][C:29]([O:43][CH2:42][CH2:41][C:39]3[S:40][C:36]([CH3:35])=[CH:37][CH:38]=3)=[CH:30][CH:31]=2)[C:17]=1[N:18]1[CH2:19][CH2:20][C:21]([CH3:25])([CH3:24])[CH2:22][CH2:23]1)[C:7]([OH:9])=[O:8])([CH3:4])([CH3:2])[CH3:3] |f:4.5|. Reported procedure: To a stirred solution of (S)-ethyl 2-(tert-butoxy)-2-(4-(4,4-dimethylpiperidin-1-yl)-5-(4-hydroxyphenyl)-2,6-dimethylpyridin-3-yl)acetate (50 mg, 0.107 mmol), 2-(5-methylthiophen-2-yl)ethanol (76 mg, 0.533 mmol) and Ph3P (139 mg, 0.533 mmol) in THF (2 mL) was added DIAD (0.104 mL, 0.533 mmol) at rt. After 18 h, mixture was filtered to remove polymer, concentrated and treated with 1N NaOH (0.854 mL, 0.854 mmol) in MeOH (1 mL) at 75° C. for 16 h. Mixture was then cooled and purified by prep-HPLC t... Starting materials: CCOC(C)=O, CC1(C)OB(c2cccc([N+](=O)[O-])c2F)OC1(C)C, [H][H]. Yields the product CC1(C)OB(c2cccc(N)c2F)OC1(C)C. As a reaction SMILES: [CH3:22][CH2:23][O:24][C:25](=[O:26])[CH3:27].[F:1][c:2]1[c:3]([B:11]2[O:12][C:13]([CH3:18])([CH3:19])[C:14]([CH3:16])([CH3:17])[O:15]2)[cH:4][cH:5][cH:6][c:7]1[N+:8]([O-:9])=[O:10].[H:20][H:21]>>[F:1][c:2]1[c:3]([B:11]2[O:12][C:13]([CH3:18])([CH3:19])[C:14]([CH3:16])([CH3:17])[O:15]2)[cH:4][cH:5][cH:6][c:7]1[NH2:8]. Starting materials: CN(C)c1ccncc1, C, ClCCl, CC(C)(C)OC(=O)N1CCC(CO)C1, O=S(=O)(Cl)Cl. Product: CC(C)(C)OC(=O)N1CCC(COS(C)(=O)=O)C1. As a reaction SMILES: [CH3:21][N:22]([CH3:23])[c:24]1[cH:25][cH:26][n:27][cH:28][cH:29]1.[CH4:6].[Cl:30][CH2:31][Cl:32].[OH:7][CH2:8][CH:9]1[CH2:10][N:11]([C:14](=[O:15])[O:16][C:17]([CH3:18])([CH3:19])[CH3:20])[CH2:12][CH2:13]1.[S:1](=[O:2])(=[O:3])([Cl:4])[Cl:5]>>[S:1](=[O:2])(=[O:3])([CH3:6])[O:7][CH2:8][CH:9]1[CH2:10][N:11]([C:14](=[O:15])[O:16][C:17]([CH3:18])([CH3:19])[CH3:20])[CH2:12][CH2:13]1. Reactants: [Br-], COc1ccc([Mg+])c(C)c1, CON(C)C(=O)c1cccc(C)c1F. As a reaction SMILES: [Br-:15].[CH3:16][O:17][c:18]1[cH:19][c:20]([CH3:25])[c:21]([Mg+:24])[cH:22][cH:23]1.[F:1][c:2]1[c:3]([C:4](=[O:5])[N:6]([O:7][CH3:8])[CH3:9])[cH:10][cH:11][cH:12][c:13]1[CH3:14]>>[F:1][c:2]1[c:3]([C:4](=[O:5])[c:21]2[c:20]([CH3:25])[cH:19][c:18]([O:17][CH3:16])[cH:23][cH:22]2)[cH:10][cH:11][cH:12][c:13]1[CH3:14]. The product is COc1ccc(C(=O)c2cccc(C)c2F)c(C)c1. The reactants are ClC(C(=O)ON=C(C(=O)Cl)C=1SC=CC1)Cl (2-dichloroacetoxyimino-2-(thien-2-yl)acetyl chloride), N[C@H]1[C@@H]2N(C(=C(CS2)C(C)SC2=NN=NN2)C(=O)OC(C2=CC=CC=C2)C2=CC=CC=C2)C1=O (diphenylmethyl 7β-amino-3-(1-methyltetrazol-5-ylthiomethyl)-ceph-3-em-4-carboxylate), C1C(C)O1 (propylene oxide), C([O-])(O)=O.[Na+] (sodium bicarbonate). The solvent is C(Cl)Cl (methylene dichloride), C(Cl)Cl (methylene dichloride). Conditions: time 30 minute. Yields the product ON=C(C(=O)N[C@H]1[C@@H]2N(C(=C(CS2)C(C)SC2=NN=NN2)C(=O)OC(C2=CC=CC=C2)C2=CC=CC=C2)C1=O)C=1SC=CC1 (diphenylmethyl 7β-[2-hydroxyimino-2-(thien-2-yl)-acetamido]-3-(1-methyltetrazol-5-ylthiomethyl)-ceph-3-em-4-carboxylate). As a reaction SMILES: ClC(Cl)C([O:5][N:6]=[C:7]([C:11]1[S:12][CH:13]=[CH:14][CH:15]=1)[C:8](Cl)=[O:9])=O.[NH2:17][C@@H:18]1[C:49](=[O:50])[N:20]2[C:21]([C:33]([O:35][CH:36]([C:43]3[CH:48]=[CH:47][CH:46]=[CH:45][CH:44]=3)[C:37]3[CH:42]=[CH:41][CH:40]=[CH:39][CH:38]=3)=[O:34])=[C:22]([CH:25]([S:27][C:28]3[NH:32][N:31]=[N:30][N:29]=3)[CH3:26])[CH2:23][S:24][C@H:19]12.C1OC1C.C(=O)(O)[O-].[Na+]>C(Cl)Cl>[OH:5][N:6]=[C:7]([C:11]1[S:12][CH:13]=[CH:14][CH:15]=1)[C:8]([NH:17][C@@H:18]1[C:49](=[O:50])[N:20]2[C:21]([C:33]([O:35][CH:36]([C:43]3[CH:48]=[CH:47][CH:46]=[CH:45][CH:44]=3)[C:37]3[CH:42]=[CH:41][CH:40]=[CH:39][CH:38]=3)=[O:34])=[C:22]([CH:25]([S:27][C:28]3[NH:29][N:30]=[N:31][N:32]=3)[CH3:26])[CH2:23][S:24][C@H:19]12)=[O:9] |f:3.4|. Procedure: A solution of 2-dichloroacetoxyimino-2-(thien-2-yl)acetyl chloride (syn-isomer) in dry methylene dichloride (6 ml. of 15% solution, ca. 3 mmole.) was added, over 5 minutes, to a solution of diphenylmethyl 7β-amino-3-(1-methyltetrazol-5-ylthiomethyl)-ceph-3-em-4-carboxylate (1.24 g.) and propylene oxide (0.8 ml.) in methylene dichloride (20 ml.). After stirring for 30 minutes at 23°, aqueous sodium bicarbonate was added, and the two-phase mixture stirred for a further 30 minutes. The organic phas... Reactants: NC1[C@@H]2N(C(=C(CS2=O)C)C(=O)O)C1=O (7-amino-3-methyl-1-oxo-3-cephem-4-carboxylic acid), Br (hydrogen bromide), CC(=O)C (acetone). Run in C(C)(=O)O (acetic acid). The product is [Br-].C(=O)(O)C1=C(CS([C@H]2N1C(C2[NH+]=C(C)C)=O)=O)C (4-carboxy-7-isopropylideneammonio-3-methyl-1-oxo-3-cephem bromide). Isolated yield 79.0%. RXN SMILES: [BrH:1].[NH2:2][CH:3]1[C:15](=[O:16])[N:5]2[C:6]([C:12]([OH:14])=[O:13])=[C:7]([CH3:11])[CH2:8][S:9](=[O:10])[C@H:4]12.[CH3:17][C:18]([CH3:20])=O>C(O)(=O)C>[Br-:1].[C:12]([C:6]1[N:5]2[C:15](=[O:16])[CH:3]([NH+:2]=[C:18]([CH3:20])[CH3:17])[C@H:4]2[S:9](=[O:10])[CH2:8][C:7]=1[CH3:11])([OH:14])=[O:13] |f:4.5|. Reported procedure: With stirring 0.4 ml of a hydrogen bromide solution (33%) in acetic acid was added to 1 g (2.1 mmoles) of 7-amino-3-methyl-1-oxo-3-cephem-4-carboxylic acid at 0° C. After adding gradually 5 ml of acetone a crystalline precipitate was obtained, which was filtered off, washed with acetone and dried giving 0.60 g (79%) of the title product.